Dataset: the Open Reaction Database (ORD), a public repository of structured organic reaction records. Task: describe an organic reaction: reactants, conditions, products, and yield The reactants are C(C)(=O)O.C(N)(=N)C1=CC=C(C=N1)NC(C)=O (N-(6-carbamimidoylpyridin-3-yl)acetamide acetate), C(C)OC(C(C(=O)C)Cl)=O (ethyl-2-chloroacetoacetate), C([O-])([O-])=O.[Na+].[Na+] (sodium carbonate). Run in O (water), C(C)O (ethanol). Conditions: time 26 hour. Product: ClC=1C(=NC(=NC1C)C1=CC=C(C=N1)NC(C)=O)O (N-(6-(5-chloro-4-hydroxy-6-methylpyrimidin-2-yl)pyridin-3-yl)acetamide). Reaction SMILES: C(O)(=O)C.[C:5]([C:8]1[N:13]=[CH:12][C:11]([NH:14][C:15](=[O:17])[CH3:16])=[CH:10][CH:9]=1)(=[NH:7])[NH2:6].C([O:20][C:21](=O)[CH:22]([Cl:26])[C:23]([CH3:25])=O)C.C(=O)([O-])[O-].[Na+].[Na+]>O.C(O)C>[Cl:26][C:22]1[C:21]([OH:20])=[N:7][C:5]([C:8]2[N:13]=[CH:12][C:11]([NH:14][C:15](=[O:17])[CH3:16])=[CH:10][CH:9]=2)=[N:6][C:23]=1[CH3:25] |f:0.1,3.4.5|. Procedure details: To a solution of compound of example 44 (0.01 g, 0.56 mmol) in water (2 mL) and ethanol (1 mL) was added ethyl-2-chloroacetoacetate (0.015 g, 0.89 mmol) and sodium carbonate (0.0107 g, 1.011 mmol). The reaction mixture was stirred at room temperature for a period of 26 hours. Ethanol was removed under reduced pressure, and the reaction mixture was diluted with water and extracted with ethyl acetate. The organic layer was dried over anhydrous sodium sulfate and concentrated to obtain the crude pr...